Task: describe an organic reaction: reactants, conditions, products, and yield. Dataset: the Open Reaction Database (ORD), a public repository of structured organic reaction records Yields the product CC(=O)Nc1ccc(CCN2CCN(c3nsc4ccccc34)CC2)cc1F. Starting materials: CC(=O)Nc1ccc(CCBr)cc1F, O=C([O-])[O-], CC#N, Cl, [I-], [K+], [K+], [K+], c1ccc2c(N3CCNCC3)nsc2c1. Reaction SMILES: [Br:1][CH2:2][CH2:3][c:4]1[cH:5][c:6]([F:14])[c:7]([NH:10][C:11]([CH3:12])=[O:13])[cH:8][cH:9]1.[C:31](=[O:32])([O-:33])[O-:34].[CH3:39][C:40]#[N:41].[ClH:15].[I-:38].[K+:35].[K+:36].[K+:37].[N:16]1([c:22]2[n:23][s:24][c:25]3[c:26]2[cH:27][cH:28][cH:29][cH:30]3)[CH2:17][CH2:18][NH:19][CH2:20][CH2:21]1>>[CH2:2]([CH2:3][c:4]1[cH:5][c:6]([F:14])[c:7]([NH:10][C:11]([CH3:12])=[O:13])[cH:8][cH:9]1)[N:19]1[CH2:18][CH2:17][N:16]([c:22]2[n:23][s:24][c:25]3[c:26]2[cH:27][cH:28][cH:29][cH:30]3)[CH2:21][CH2:20]1. The reactants are [OH-].[Na+] (sodium hydroxide), [OH-].[Na+] (sodium hydroxide), OC1=CC=C(C(=O)O)C=C1 (para-hydroxy benzoic acid), BrCCCCCCCCCCCC (1-bromododecane), Cl (HCl). Run in C(C)O (ethyl alcohol). Yields the product C(CCCCCCCCCCC)OC1=CC=C(C(=O)O)C=C1 (para-dodecyloxy benzoic acid). The yield is 70.0%. As a reaction SMILES: [OH-].[Na+].[OH:3][C:4]1[CH:12]=[CH:11][C:7]([C:8]([OH:10])=[O:9])=[CH:6][CH:5]=1.Br[CH2:14][CH2:15][CH2:16][CH2:17][CH2:18][CH2:19][CH2:20][CH2:21][CH2:22][CH2:23][CH2:24][CH3:25].Cl>C(O)C>[CH2:25]([O:3][C:4]1[CH:12]=[CH:11][C:7]([C:8]([OH:10])=[O:9])=[CH:6][CH:5]=1)[CH2:24][CH2:23][CH2:22][CH2:21][CH2:20][CH2:19][CH2:18][CH2:17][CH2:16][CH2:15][CH3:14] |f:0.1|. Procedure details: 4.17 g of sodium hydroxide was dissolved in 100 ml of ethyl alcohol. Then, 5.03 g of para-hydroxy benzoic acid and 12.2 ml of 1-bromododecane were added to the solution and refluxed for 15 hours. 50 ml of 10% aqueous sodium hydroxide solution was added and refluxed for another 2 hours. After cooling, concentrated HCl was dropped into the solution until it was acidic. Filtration and recrystallization from ethyl alcohol gave 7.66 g of pure product (yield 70%). Reactants: CCOC(C)=O, CC(C)=C(Cl)N(C)C, ClCCl, CC(C)(C)OC(=O)n1ccc(N)n1, COCC(C)Oc1cc(Oc2ccc3c(c2)OCCNS3(=O)=O)cc(C(=O)O)c1, O, c1ccncc1. The product is COCC(C)Oc1cc(Oc2ccc3c(c2)OCCNS3(=O)=O)cc(C(=O)Nc2ccn(C(=O)OC(C)(C)C)n2)c1. RXN SMILES: [CH3:60][CH2:61][O:62][C:63](=[O:64])[CH3:65].[Cl:1][C:2]([N:3]([CH3:4])[CH3:5])=[C:6]([CH3:7])[CH3:8].[Cl:57][CH2:58][Cl:59].[NH2:38][c:39]1[n:40][n:41]([C:44](=[O:45])[O:46][C:47]([CH3:48])([CH3:49])[CH3:50])[cH:42][cH:43]1.[O:9]=[S:10]1(=[O:37])[NH:11][CH2:12][CH2:13][O:14][c:15]2[c:16]1[cH:17][cH:18][c:19]([O:21][c:22]1[cH:23][c:24]([C:25](=[O:26])[OH:27])[cH:28][c:29]([O:31][CH:32]([CH2:33][O:34][CH3:35])[CH3:36])[cH:30]1)[cH:20]2.[OH2:66].[cH:51]1[cH:52][cH:53][n:54][cH:55][cH:56]1>>[O:9]=[S:10]1(=[O:37])[NH:11][CH2:12][CH2:13][O:14][c:15]2[c:16]1[cH:17][cH:18][c:19]([O:21][c:22]1[cH:23][c:24]([C:25](=[O:26])[NH:38][c:39]3[n:40][n:41]([C:44](=[O:45])[O:46][C:47]([CH3:48])([CH3:49])[CH3:50])[cH:42][cH:43]3)[cH:28][c:29]([O:31][CH:32]([CH2:33][O:34][CH3:35])[CH3:36])[cH:30]1)[cH:20]2.